Task: describe an organic reaction: reactants, conditions, products, and yield. Dataset: the Open Reaction Database (ORD), a public repository of structured organic reaction records Reactants: Cc1cc(Br)ccc1C(=O)NCC(F)(F)F, [Li]CCCC, CN(C)C=O, Cl, C1CCOC1, O. The product is Cc1cc(C=O)ccc1C(=O)NCC(F)(F)F. As a reaction SMILES: [Br:1][c:2]1[cH:3][c:4]([CH3:16])[c:5]([C:6](=[O:7])[NH:8][CH2:9][C:10]([F:11])([F:12])[F:13])[cH:14][cH:15]1.[CH2:17]([Li:18])[CH2:19][CH2:20][CH3:21].[CH3:22][N:23]([CH:24]=[O:25])[CH3:26].[ClH:27].[O:28]1[CH2:29][CH2:30][CH2:31][CH2:32]1.[OH2:33]>>[c:2]1([CH:24]=[O:25])[cH:3][c:4]([CH3:16])[c:5]([C:6](=[O:7])[NH:8][CH2:9][C:10]([F:11])([F:12])[F:13])[cH:14][cH:15]1. The reactants are N([C@@H](CCC(OC(C)(C)C)=O)C(=O)O)C(=O)OCC1=CC=CC=C1 (Z-Glu(OtBu)-OH), CN1CCOCC1 (4-methylmorpholine), ClC(=O)OCC (ethyl chloroformate), [BH4-].[Na+] (natriumborohydrid), OS(=O)(=O)[O-].[K+] (KHSO4). Run in C1CCOC1 (THF), CO (Methanol). Run at time 20 minute. Yields the product C(C)(C)(C)OC(CC[C@@H](CO)NC(=O)OCC1=CC=CC=C1)=O ((S)-4-Benzyloxycarbonylamino-5-hydroxy-pentanoic acid tert-butyl ester). Reaction SMILES: [NH:1]([C:15]([O:17][CH2:18][C:19]1[CH:24]=[CH:23][CH:22]=[CH:21][CH:20]=1)=[O:16])[C@H:2]([C:12](O)=[O:13])[CH2:3][CH2:4][C:5](=[O:11])[O:6][C:7]([CH3:10])([CH3:9])[CH3:8].CN1CCOCC1.ClC(OCC)=O.[BH4-].[Na+].OS([O-])(=O)=O.[K+]>C1COCC1.CO>[C:7]([O:6][C:5](=[O:11])[CH2:4][CH2:3][C@H:2]([NH:1][C:15]([O:17][CH2:18][C:19]1[CH:24]=[CH:23][CH:22]=[CH:21][CH:20]=1)=[O:16])[CH2:12][OH:13])([CH3:10])([CH3:8])[CH3:9] |f:3.4,5.6|. Reported procedure: In analogy to G. Kokotos (Synthesis 1990, 299), a solution of 5.00 g (14.8 mmol) of Z-Glu(OtBu)-OH in 74.0 ml of THF was treated at −10° C. with 1.63 ml (14.8 mmol) of 4-methylmorpholine, 1.41 ml (14.8 mmol) of ethyl chloroformate. After 10 min 1.682 g (44.5 mmol) of natriumborohydrid was added in one portion. Methanol (148 ml) was then added dropwise over a period of 25 min at 0° C. The solution was stirred 20 min, and then neutralized with a 10% KHSO4 solution. The organic solvents are evapora...